describe an organic reaction: reactants, conditions, products, and yield From a dataset of the Open Reaction Database (ORD), a public repository of structured organic reaction records. The reactants are N1([C@@H](CCC1=O)C(=O)N[C@@H](C)C(=O)N[C@@H](CCCNC(N[N+](=O)[O-])=N)C(=O)O)C(=O)OCC1=CC=CC=C1 (Z-PyroGlu-Ala-Arg(NO2)), CO (MeOH), Cl (HCl). The reagents and catalysts are [Pd] (palladium black). Run in O (H2O). Run at time 6 hour. The product is N1[C@@H](CCC1=O)C(=O)N[C@@H](C)C(=O)N[C@@H](CCCNC(N)=N)C(=O)O (H-PyroGlu-Ala-Arg). Isolated yield 50.8%. Reaction SMILES: [N:1]1(C(OCC2C=CC=CC=2)=O)[C:5](=[O:6])[CH2:4][CH2:3][C@H:2]1[C:7]([NH:9][C@H:10]([C:12]([NH:14][C@H:15]([C:26]([OH:28])=[O:27])[CH2:16][CH2:17][CH2:18][NH:19][C:20](=[NH:25])[NH:21][N+]([O-])=O)=[O:13])[CH3:11])=[O:8].CO.Cl>[Pd].O>[NH:1]1[C:5](=[O:6])[CH2:4][CH2:3][C@H:2]1[C:7]([NH:9][C@H:10]([C:12]([NH:14][C@H:15]([C:26]([OH:28])=[O:27])[CH2:16][CH2:17][CH2:18][NH:19][C:20](=[NH:21])[NH2:25])=[O:13])[CH3:11])=[O:8]. Procedure: After 1.75 g (2.6 mmols) of Z-PyroGlu-Ala-Arg(NO2)-CHA was suspended in a solvent mixture of 112.5 ml of MeOH, 27.7 ml of H2O and 9.8 ml of 1N-HCl, 1 g of palladium black was added to the suspension followed by catalytic reduction at 30° C. for 6 hours. After the reaction, the catalyst was filtered off and the solvent was removed by distillation under reduced pressure. The residue was purified through TOYOPEARL HW40F column using MeOH as a developing solvent to give 0.471 g (34.4%) of H-PyroGlu-... Starting materials: CC(C)(C)c1ccc(B2OC(C)(C)C(C)(C)O2)s1, CO, COC(=O)c1ccnc(Cl)c1, ClCCl, [K+], [K+], O=C([O-])[O-], O, Cl[Pd]Cl. Product: COC(=O)c1ccnc(-c2ccc(C(C)(C)C)s2)c1. RXN SMILES: [C:12]([CH3:13])([CH3:14])([CH3:15])[c:16]1[cH:17][cH:18][c:19]([B:21]2[O:22][C:23]([CH3:24])([CH3:25])[C:26]([CH3:27])([CH3:28])[O:29]2)[s:20]1.[CH3:39][OH:40].[Cl:1][c:2]1[cH:3][c:4]([C:5](=[O:6])[O:7][CH3:8])[cH:9][cH:10][n:11]1.[Cl:36][CH2:37][Cl:38].[K+:30].[K+:31].[O-:32][C:33]([O-:34])=[O:35].[OH2:44].[Pd:41]([Cl:42])[Cl:43]>>[c:2]1(-[c:19]2[cH:18][cH:17][c:16]([C:12]([CH3:13])([CH3:14])[CH3:15])[s:20]2)[cH:3][c:4]([C:5](=[O:6])[O:7][CH3:8])[cH:9][cH:10][n:11]1. Reactants: COc1cccc(CN)c1, COc1cccc(CN=C=S)c1, COc1cccc(CNC(N)=S)c1, CCO. The product is COc1cccc(CNC(=S)NCc2cccc(OC)c2)c1. Reaction SMILES: [CH3:13][O:14][c:15]1[cH:16][c:17]([CH2:18][NH2:19])[cH:20][cH:21][cH:22]1.[CH3:1][O:2][c:3]1[cH:4][c:5]([CH2:6][N:7]=[C:8]=[S:9])[cH:10][cH:11][cH:12]1.[CH3:23][O:24][c:25]1[cH:26][c:27]([CH2:31][NH:32][C:33]([NH2:34])=[S:35])[cH:28][cH:29][cH:30]1.[CH3:36][CH2:37][OH:38]>>[CH3:1][O:2][c:3]1[cH:4][c:5]([CH2:6][NH:7][C:8](=[S:9])[NH:19][CH2:18][c:17]2[cH:16][c:15]([O:14][CH3:13])[cH:22][cH:21][cH:20]2)[cH:10][cH:11][cH:12]1.